Dataset: the Open Reaction Database (ORD), a public repository of structured organic reaction records. Task: describe an organic reaction: reactants, conditions, products, and yield Reactants: O1COC2=C1C=CC(=C2)CC2=NC1=NC(=NC(=C1N2)N)F (8-Benzo[1,3]dioxol-5-ylmethyl-2-fluoroadenine), C1CC(=O)N(C1=O)I (NIS), C(=O)(C(F)(F)F)O (TFA). Run in C(Cl)Cl (CH2Cl2). Product: FC1=NC(=C2NC(=NC2=N1)CC1=CC2=C(OCO2)C=C1I)N (2-Fluoro-8-(6-iodo-benzo[1,3]dioxol-5-ylmethyl)adenine). Reaction SMILES: [O:1]1[C:5]2[CH:6]=[CH:7][C:8]([CH2:10][C:11]3[NH:19][C:18]4[C:13](=[N:14][C:15]([F:21])=[N:16][C:17]=4[NH2:20])[N:12]=3)=[CH:9][C:4]=2[O:3][CH2:2]1.C1C(=O)N([I:29])C(=O)C1.C(O)(C(F)(F)F)=O>C(Cl)Cl>[F:21][C:15]1[N:14]=[C:13]2[C:18]([NH:19][C:11]([CH2:10][C:8]3[C:7]([I:29])=[CH:6][C:5]4[O:1][CH2:2][O:3][C:4]=4[CH:9]=3)=[N:12]2)=[C:17]([NH2:20])[N:16]=1. Procedure details: A solution of 8-Benzo[1,3]dioxol-5-ylmethyl-2-fluoroadenine (50 mg, 0.17 mmol), NIS (94 mg, 0.4 mmol), TFA (20 mg, 13.4 L, 0.17 mmol) in CH2Cl2 (200 L) was stirred at room temperature overnight. After solvent removal, the desired product 18 (6 mg, 8.5%) was purified by silica gel column chromatography (CHCl3:EtOAc at 9:1 to 4:6). 1H NMR (400 MHz, DMSO-d6) 7.6 (bs, 2H), 7.38 (s, 1H), 6.95 (s, 1H), 6.03 (s, 2H), 4.12 (s, 2H); MS m/z 414.1 (M+H)+. Starting materials: BrC1=NOC(=C1)C(=O)NCCCC(=O)O (N-(3-bromo-5-isoxazolecarbonyl)-4-aminobutyric acid), NC(CO)(CO)CO (2-amino-2-hydroxymethyl-1,3-propanediol). Solvent: C(C)O (ethanol). Reaction conditions: time 30 minute. Yields the product NC(CO)(CO)CO.BrC1=NOC(=C1)C(=O)NCCCC(=O)O (N-(3-bromo-5-isoxazolecarbonyl)-4-aminobutyric acid 2-amino-2-hydroxymethyl-1,3-propanediol salt). Yield: 92.9%. Reaction SMILES: [Br:1][C:2]1[CH:6]=[C:5]([C:7]([NH:9][CH2:10][CH2:11][CH2:12][C:13]([OH:15])=[O:14])=[O:8])[O:4][N:3]=1.[NH2:16][C:17]([CH2:22][OH:23])([CH2:20][OH:21])[CH2:18][OH:19]>C(O)C>[NH2:16][C:17]([CH2:22][OH:23])([CH2:20][OH:21])[CH2:18][OH:19].[Br:1][C:2]1[CH:6]=[C:5]([C:7]([NH:9][CH2:10][CH2:11][CH2:12][C:13]([OH:15])=[O:14])=[O:8])[O:4][N:3]=1 |f:3.4|. Reported procedure: To a solution of N-(3-bromo-5-isoxazolecarbonyl)-4-aminobutyric acid (11.08 g; 0.04 mol), prepared according to the method described in example 1, in aqueous ethanol at 95% (80 ml), 2-amino-2-hydroxymethyl-1,3-propanediol (4.85 g; 0.04 mol) was added and the solution was stirred for 30 minutes at room temperature. After evaporation of the solvent, the solid residue was crystallized from isopropanol (160 ml) giving N-(3-bromo-5-isoxazolecarbonyl)-4-aminobutyric acid 2-amino-2-hydroxymethyl-1,3-pr...